From a dataset of the Open Reaction Database (ORD), a public repository of structured organic reaction records. describe an organic reaction: reactants, conditions, products, and yield The reactants are CC(=O)[O-], CC(=O)[O-], Cc1ccccc1, CCOC(C)=O, OB(O)C1CC1, C1CCC(P(C2CCCCC2)C2CCCCC2)CC1, [K+], [K+], [K+], N#Cc1cc(Br)ccc1N, O, O=P([O-])([O-])[O-], [Pd+2]. Product: N#Cc1cc(C2CC2)ccc1N. RXN SMILES: [C:52]([O-:53])(=[O:54])[CH3:55].[C:57]([O-:58])(=[O:59])[CH3:60].[CH3:44][c:45]1[cH:46][cH:47][cH:48][cH:49][cH:50]1.[CH3:61][CH2:62][O:63][C:64](=[O:65])[CH3:66].[CH:11]1([B:14]([OH:15])[OH:16])[CH2:12][CH2:13]1.[CH:17]1([P:18]([CH:19]2[CH2:20][CH2:21][CH2:22][CH2:23][CH2:24]2)[CH:25]2[CH2:26][CH2:27][CH2:28][CH2:29][CH2:30]2)[CH2:31][CH2:32][CH2:33][CH2:34][CH2:35]1.[K+:41].[K+:42].[K+:43].[NH2:1][c:2]1[c:3]([C:4]#[N:5])[cH:6][c:7]([Br:10])[cH:8][cH:9]1.[OH2:51].[P:36]([O-:37])([O-:38])([O-:39])=[O:40].[Pd+2:56]>>[NH2:1][c:2]1[c:3]([C:4]#[N:5])[cH:6][c:7]([CH:11]2[CH2:12][CH2:13]2)[cH:8][cH:9]1. Reactants: [OH-].[K+] (potassium hydroxide), Cl (hydrochloric acid), C(C=C)SC1CC(N1CC(=O)OC)=O (methyl 2-(4-allylthioazetidin-2-on-1-yl)acetate). Run in C(C)O (ethanol), O (water). The product is C(C=C)SC1CC(N1CC(=O)O)=O (2-(4-Allylthioazetidin-2-on-1-yl)acetic acid). As a reaction SMILES: [OH-].[K+].[CH2:3]([S:6][CH:7]1[N:10]([CH2:11][C:12]([O:14]C)=[O:13])[C:9](=[O:16])[CH2:8]1)[CH:4]=[CH2:5].Cl>C(O)C.O>[CH2:3]([S:6][CH:7]1[N:10]([CH2:11][C:12]([OH:14])=[O:13])[C:9](=[O:16])[CH2:8]1)[CH:4]=[CH2:5] |f:0.1|. Reported procedure: 2.34 g of potassium hydroxide dissolved in a mixture of 285 ml of ethanol and 15 ml of water were added to 6.0 g of methyl 2-(4-allylthioazetidin-2-on-1-yl)acetate with stirring at room temperature. The solution was poured into 720 ml 1M hydrochloric acid, extracted into dichloromethane (2.650 ml), the organic layer extracted with saturated sodium bicarbonate solution and the aqueous phase acidified to pH1 with 5M hydrochloric acid. This solution was extracted into dichloromethane (5×650 ml), dr...